describe an organic reaction: reactants, conditions, products, and yield From a dataset of the Open Reaction Database (ORD), a public repository of structured organic reaction records. Starting materials: COC(=O)C1CSc2c(-c3ccccc3)c(Cc3cccc4ccccc34)c(C#N)c(=O)n21, COC(=O)C1CSc2c(-c3ccccc3)c(Cc3cccc4ccccc34)c(Br)c(=O)n21, COC(=O)C1CSc2c(-c3ccccc3)c(C)c(Br)c(=O)n21. Product: COC(=O)C1CSc2c(-c3ccccc3)c(C)c(C#N)c(=O)n21. As a reaction SMILES: [CH3:1][O:2][C:3](=[O:4])[CH:5]1[CH2:6][S:7][c:8]2[n:9]1[c:10](=[O:33])[c:11]([C:31]#[N:32])[c:12]([CH2:20][c:21]1[c:22]3[c:23]([cH:24][cH:25][cH:26][cH:27]3)[cH:28][cH:29][cH:30]1)[c:13]2-[c:14]1[cH:15][cH:16][cH:17][cH:18][cH:19]1.[CH3:34][O:35][C:36]([CH:37]1[n:38]2[c:39](=[O:40])[c:41]([Br:42])[c:43]([CH2:44][c:45]3[c:46]4[c:47]([cH:48][cH:49][cH:50][cH:51]4)[cH:52][cH:53][cH:54]3)[c:55](-[c:56]3[cH:57][cH:58][cH:59][cH:60][cH:61]3)[c:62]2[S:63][CH2:64]1)=[O:65].[CH3:66][O:67][C:68]([CH:69]1[n:70]2[c:71](=[O:72])[c:73]([Br:74])[c:75]([CH3:76])[c:77](-[c:78]3[cH:79][cH:80][cH:81][cH:82][cH:83]3)[c:84]2[S:85][CH2:86]1)=[O:87]>>[CH3:1][O:2][C:3](=[O:4])[CH:5]1[CH2:6][S:7][c:8]2[n:9]1[c:10](=[O:33])[c:11]([C:31]#[N:32])[c:12]([CH3:20])[c:13]2-[c:14]1[cH:15][cH:16][cH:17][cH:18][cH:19]1. Starting materials: C(C)(=O)NC=1C(=C(N)C=CC1SC1=CC=C(C=C1)F)Cl (3-acetamido-2-chloro-4-(4-fluorophenylsulphanyl)aniline), FC([C@](C(=O)Cl)(C)O[Si](C)(C)C)(F)F ((S)-3,3,3-trifluoro-2-(trimethylsilyloxy)-2-methylpropanoyl chloride), FC([C@](C(=O)Cl)(C)O[Si](C)(C)C)(F)F ((S)-3,3,3-trifluoro-2-(trimethylsilyloxy)-2-methylpropanoyl chloride). Solvent: C(Cl)Cl (DCM), C(C)N(CC)CC (triethylamine), C(C)N(CC)CC (triethylamine), C(Cl)Cl (DCM), C(Cl)Cl (DCM). The product is C(C)(=O)NC=1C(=C(C=CC1SC1=CC=C(C=C1)F)NC([C@@](C(F)(F)F)(C)O)=O)Cl ((R)-N-(3-Acetamido-2-Chloro-4-{4-fluorophenylsulphanyl}phenyl)-2-hydroxy-2-methyl-3,3,3-trifluoropropanamide). The yield is 57.9%. Reaction SMILES: [F:1][C:2]([F:14])([F:13])[C@@:3]([O:8][Si](C)(C)C)([CH3:7])[C:4](Cl)=[O:5].[C:15]([NH:18][C:19]1[C:20]([Cl:34])=[C:21]([CH:23]=[CH:24][C:25]=1[S:26][C:27]1[CH:32]=[CH:31][C:30]([F:33])=[CH:29][CH:28]=1)[NH2:22])(=[O:17])[CH3:16]>C(Cl)Cl.C(N(CC)CC)C>[C:15]([NH:18][C:19]1[C:20]([Cl:34])=[C:21]([NH:22][C:4](=[O:5])[C@:3]([OH:8])([CH3:7])[C:2]([F:14])([F:13])[F:1])[CH:23]=[CH:24][C:25]=1[S:26][C:27]1[CH:32]=[CH:31][C:30]([F:33])=[CH:29][CH:28]=1)(=[O:17])[CH3:16]. Procedure: A solution of (S)-3,3,3-trifluoro-2-(trimethylsilyloxy)-2-methylpropanoyl chloride (prepared from (R)-3,3,3-trifluoro-2-hydroxy-2-methylpropionic acid (Method 25) as described in J. Med. Chem., 1999, 42, 2741-2746) (1.179 g) in DCM (10 ml) was added dropwise to a stirred and ice-cooled suspension of 3-acetamido-2-chloro-4-(4-fluorophenylsulphanyl)aniline (Method 18) (1.315 g) in DCM (20 ml) and triethylamine (1.72 ml). The mixture was allowed to warm to ambient temperature overnight. More trieth... The reactants are CN(C)C=O, CC(C)(C)OC(=O)N1CC(OS(C)(=O)=O)C1, [I-], [K+]. Product: CC(C)(C)OC(=O)N1CC(I)C1. Reaction SMILES: [CH3:19][N:20]([CH3:21])[CH:22]=[O:23].[CH3:1][S:2]([O:3][CH:6]1[CH2:7][N:8]([C:10](=[O:11])[O:12][C:13]([CH3:14])([CH3:15])[CH3:16])[CH2:9]1)(=[O:4])=[O:5].[I-:18].[K+:17]>>[CH:6]1([I:18])[CH2:7][N:8]([C:10](=[O:11])[O:12][C:13]([CH3:14])([CH3:15])[CH3:16])[CH2:9]1. Reactants: CN1CCNCC1 (1-methyl-piperazine), C1(=CC=CC=C1)S(=O)(=O)C=1C(=NN2C1N=C(C=C2N)Cl)SC (3-benzenesulphonyl-5-chloro-2-methylsulphanyl-pyrazolo[1,5-a]pyrimidin-7-ylamine). Solvent: CN(C)C=O (DMF). Run at time 1 hour. The product is C1(=CC=CC=C1)S(=O)(=O)C=1C(=NN2C1N=C(C=C2N)N2CCN(CC2)C)SC (3-benzenesulphonyl-5-(4-methyl-piperazin-1-yl)-2-methylsulphanyl-pyrazolo[1,5-a]pyrimidin-7-ylamine). Isolated yield 59.7%. RXN SMILES: [CH3:1][N:2]1[CH2:7][CH2:6][NH:5][CH2:4][CH2:3]1.[C:8]1([S:14]([C:17]2[C:18]([S:28][CH3:29])=[N:19][N:20]3[C:25]([NH2:26])=[CH:24][C:23](Cl)=[N:22][C:21]=23)(=[O:16])=[O:15])[CH:13]=[CH:12][CH:11]=[CH:10][CH:9]=1>CN(C=O)C>[C:8]1([S:14]([C:17]2[C:18]([S:28][CH3:29])=[N:19][N:20]3[C:25]([NH2:26])=[CH:24][C:23]([N:5]4[CH2:6][CH2:7][N:2]([CH3:1])[CH2:3][CH2:4]4)=[N:22][C:21]=23)(=[O:16])=[O:15])[CH:13]=[CH:12][CH:11]=[CH:10][CH:9]=1. Procedure details: 0.1 g (1 mmol) of 1-methyl-piperazine was added to a solution of 0.14 g (0.4 mmol) of 3-benzenesulphonyl-5-chloro-2-methylsulphanyl-pyrazolo[1,5-a]pyrimidin-7-ylamine in 5 ml of DMF and stirred at 90° for 1 hr. The reaction solution was evaporated and the residue was partitioned between H2O and CH2Cl2. The aqueous phase was extracted three times with 50 ml of CH2Cl2. The combined organic phases were dried (MgSO4), filtered and evaporated. Subsequent chromatography (silica gel CH2Cl2/MeOH 9:1) an... Reactants: N, [Na+], [Na+], O=C(NCCc1ccc(S(=O)O)cc1)N1Cc2ccccc2C1=O, C1COCCO1, O, CCCCNC(=O)NO, O=S(=O)(O)Cl, O=S([O-])[O-], O=S(Cl)Cl. Product: CCCCNC(=O)NS(=O)(=O)c1ccc(CCNC(=O)N2Cc3ccccc3C2=O)cc1. RXN SMILES: [NH3:49].[Na+:34].[Na+:35].[O:1]=[C:2]1[N:3]([C:11](=[O:12])[NH:13][CH2:14][CH2:15][c:16]2[cH:17][cH:18][c:19]([S:22](=[O:23])[OH:24])[cH:20][cH:21]2)[CH2:4][c:5]2[cH:6][cH:7][cH:8][cH:9][c:10]21.[O:50]1[CH2:51][CH2:52][O:53][CH2:54][CH2:55]1.[OH2:56].[OH:36][NH:37][C:38](=[O:39])[NH:40][CH2:41][CH2:42][CH2:43][CH3:44].[S:25]([Cl:26])([OH:27])(=[O:28])=[O:29].[S:30]([O-:31])([O-:32])=[O:33].[S:45]([Cl:46])([Cl:47])=[O:48]>>[O:1]=[C:2]1[N:3]([C:11](=[O:12])[NH:13][CH2:14][CH2:15][c:16]2[cH:17][cH:18][c:19]([S:22](=[O:23])(=[O:24])[NH:37][C:38](=[O:39])[NH:40][CH2:41][CH2:42][CH2:43][CH3:44])[cH:20][cH:21]2)[CH2:4][c:5]2[cH:6][cH:7][cH:8][cH:9][c:10]21. The reactants are BrC=1C=C2C(=CC=NC2=CC1)N(CC)CC ((6-bromo-quinolin-4-yl)-diethylamine), solution, C(CCC)[Li] (n-butyllithium), hexanes, CN(C=O)C (dimethylformamide). The solvent is [Cl-].[NH4+] (ammonium chloride), C1CCOC1 (THF), C1CCOC1 (THF). Reaction conditions: time 1 hour. Yields the product C(C)N(C1=CC=NC2=CC=C(C=C12)C=O)CC (4-(diethylamino)-quinoline-6-carbaldehyde). The yield is 56.5%. RXN SMILES: Br[C:2]1[CH:3]=[C:4]2[C:9](=[CH:10][CH:11]=1)[N:8]=[CH:7][CH:6]=[C:5]2[N:12]([CH2:15][CH3:16])[CH2:13][CH3:14].C([Li])CCC.CN(C)[CH:24]=[O:25]>C1COCC1.[Cl-].[NH4+]>[CH2:13]([N:12]([CH2:15][CH3:16])[C:5]1[C:4]2[C:9](=[CH:10][CH:11]=[C:2]([CH:24]=[O:25])[CH:3]=2)[N:8]=[CH:7][CH:6]=1)[CH3:14] |f:4.5|. Procedure details: To a solution of (6-bromo-quinolin-4-yl)-diethylamine (0.510 g, 1.59 mmol) in THF (10 mL) was added dropwise a 2.5M solution of n-butyllithium in hexanes (0.765 mL, 1.92 mmol, 1.2 equiv.) at −70° C. During the addition, the color of the solution was turned into red and this solution was stirred for 1 h at this temperature. Then, a solution of dimethylformamide (0.246 mL, 3.19 mmol) in THF (1 mL) was added dropwise. After addition, the mixture was allowed to warm to room temperature and stirred f... The reactants are N1=CC(=CC=C1)N (pyridin-3-amine), BrC=1C=CC(=C(C(=O)O)C1)OCC1=CC(=CC=C1)C#N (5-bromo-2-{[(3-cyanophenyl)methyl]oxy}benzoic acid), Cl.CN(CCCN=C=NCC)C (1-(3-Dimethylaminopropyl)-3-ethylcarbodiimide hydrochloride), ON1N=NC2=C1C=CC=C2 (1-Hydroxybenzotriazole). Run in CN(C)C=O (DMF). Run at temperature 20 celsius, time 16 hour. Yields the product BrC=1C=CC(=C(C(=O)NC=2C=NC=CC2)C1)OCC1=CC(=CC=C1)C#N (5-Bromo-2-{[(3-cyanophenyl)methyl]oxy}-N-3-pyridinylbenzamide). RXN SMILES: [N:1]1[CH:6]=[CH:5][CH:4]=[C:3]([NH2:7])[CH:2]=1.[Br:8][C:9]1[CH:10]=[CH:11][C:12]([O:18][CH2:19][C:20]2[CH:25]=[CH:24][CH:23]=[C:22]([C:26]#[N:27])[CH:21]=2)=[C:13]([CH:17]=1)[C:14](O)=[O:15].Cl.CN(C)CCCN=C=NCC.ON1C2C=CC=CC=2N=N1>CN(C=O)C>[Br:8][C:9]1[CH:10]=[CH:11][C:12]([O:18][CH2:19][C:20]2[CH:25]=[CH:24][CH:23]=[C:22]([C:26]#[N:27])[CH:21]=2)=[C:13]([CH:17]=1)[C:14]([NH:7][C:3]1[CH:2]=[N:1][CH:6]=[CH:5][CH:4]=1)=[O:15] |f:2.3|. Procedure: Solid pyridin-3-amine (113 mg, 1.20 mmol) was added in one charge to a stirred solution of 5-bromo-2-{[(3-cyanophenyl)methyl]oxy}benzoic acid (may be prepared as described in Description 26; 200 mg, 0.60 mmol), 1-(3-Dimethylaminopropyl)-3-ethylcarbodiimide hydrochloride (139 mg, 0.72 mmol) and 1-Hydroxybenzotriazole (98 mg, 0.72 mmol) in DMF (20 ml) sunder nitrogen at 20° C. The reaction mixture was stirred at 20° C. for 16 h. The organic phase was washed with water (25 ml), extracted with ethyl...